From a dataset of the Open Reaction Database (ORD), a public repository of structured organic reaction records. describe an organic reaction: reactants, conditions, products, and yield Reactants: O=C([O-])O, CCOC(C)=O, Cl, COCOCc1cc(F)cnc1C, [Na+], [Na+], C1COCCO1, [OH-], O. The product is Cc1ncc(F)cc1CO. Reaction SMILES: [C:17](=[O:18])([O-:19])[OH:20].[CH3:29][CH2:30][O:31][C:32](=[O:33])[CH3:34].[ClH:28].[F:1][c:2]1[cH:3][c:4]([CH2:9][O:10][CH2:11][O:12][CH3:13])[c:5]([CH3:8])[n:6][cH:7]1.[Na+:16].[Na+:21].[O:22]1[CH2:23][CH2:24][O:25][CH2:26][CH2:27]1.[OH-:15].[OH2:14]>>[F:1][c:2]1[cH:3][c:4]([CH2:9][OH:10])[c:5]([CH3:8])[n:6][cH:7]1.